This data is from the Open Reaction Database (ORD), a public repository of structured organic reaction records. The task is: describe an organic reaction: reactants, conditions, products, and yield The reactants are NC1=NC(=CC(=N1)N1C[C@H](CCC1)C(=O)O)C1=CC(=C(C=C1)C#N)F ((3S)-1-[2-amino-6-(4-cyano-3-fluorophenyl)-4-pyrimidinyl]-3-piperidinecarboxylic acid), C(CCl)Cl (EDC), C=1C=CC2=C(C1)N=NN2O (HOBT), FC=1C=C(N)C=CC1F (3,4-difluoroaniline). Run in CN(C)C=O (DMF), CCOC(=O)C (EtOAc). Conditions: time 4 hour. The product is NC1=NC(=CC(=N1)N1C[C@H](CCC1)C(=O)NC1=CC(=C(C=C1)F)F)C1=CC(=C(C=C1)C#N)F ((3S)-1-[2-Amino-6-(4-cyano-3-fluorophenyl)-4-pyrimidinyl]-N-(3,4-difluorophenyl)-3-piperidinecarboxamide). The yield is 49.1%. RXN SMILES: [NH2:1][C:2]1[N:7]=[C:6]([N:8]2[CH2:13][CH2:12][CH2:11][C@H:10]([C:14]([OH:16])=O)[CH2:9]2)[CH:5]=[C:4]([C:17]2[CH:22]=[CH:21][C:20]([C:23]#[N:24])=[C:19]([F:25])[CH:18]=2)[N:3]=1.C(Cl)CCl.C1C=CC2N(O)N=NC=2C=1.[F:40][C:41]1[CH:42]=[C:43]([CH:45]=[CH:46][C:47]=1[F:48])[NH2:44]>CN(C=O)C.CCOC(C)=O>[NH2:1][C:2]1[N:7]=[C:6]([N:8]2[CH2:13][CH2:12][CH2:11][C@H:10]([C:14]([NH:44][C:43]3[CH:45]=[CH:46][C:47]([F:48])=[C:41]([F:40])[CH:42]=3)=[O:16])[CH2:9]2)[CH:5]=[C:4]([C:17]2[CH:22]=[CH:21][C:20]([C:23]#[N:24])=[C:19]([F:25])[CH:18]=2)[N:3]=1. Procedure details: To a solution of (3S)-1-[2-amino-6-(4-cyano-3-fluorophenyl)-4-pyrimidinyl]-3-piperidinecarboxylic acid (146 mg, 0.428 mmol), EDC (115 mg, 0.599 mmol), and HOBT (81 mg, 0.599 mmol) in DMF (8 mL was added 3,4-difluoroaniline (77 mg, 0.599 mmol), and the reaction mixture was stirred at room temperature for 4 hours. LCMS showed reaction was completed. The reaction was poured onto water, and EtOAc was added to extract the product. The product stayed in the EtOAc layer. The organic solution was concen... Starting materials: COc1cc(CCNC(=O)OC(C)(C)C)ccc1F, CCOC(C)=O, CCOC(C)=O, CCOCC, Cl. Reaction SMILES: [C:1]([O:2][C:3](=[O:4])[NH:7][CH2:8][CH2:9][c:10]1[cH:11][c:12]([O:17][CH3:18])[c:13]([F:16])[cH:14][cH:15]1)([CH3:5])([CH3:6])[CH3:19].[C:20]([O:21][CH2:22][CH3:23])(=[O:24])[CH3:25].[CH3:27][CH2:28][O:29][C:30](=[O:31])[CH3:32].[CH3:33][CH2:34][O:35][CH2:36][CH3:37].[ClH:26]>>[ClH:26].[NH2:7][CH2:8][CH2:9][c:10]1[cH:11][c:12]([O:17][CH3:18])[c:13]([F:16])[cH:14][cH:15]1. Product: Cl, COc1cc(CCN)ccc1F.